Dataset: the Open Reaction Database (ORD), a public repository of structured organic reaction records. Task: describe an organic reaction: reactants, conditions, products, and yield The reactants are NC1=C(C=C(C=C1N)Br)C(F)(F)F (2,3-diamino-5-bromobenzotrifluoride), O.O.C(C(=O)O)(=O)O (oxalic acid dihydrate), crude compound. The solvent is Cl (HCl), [OH-].[Na+] (NaOH). Yields the product BrC1=CC(=C2NC(C(NC2=C1)=O)=O)C(F)(F)F (7-Bromo-5-trifluoromethyl-1,4-dihydro-2,3-quinoxalinedione). The yield is 71.4%. Reaction SMILES: [NH2:1][C:2]1[C:7]([NH2:8])=[CH:6][C:5]([Br:9])=[CH:4][C:3]=1[C:10]([F:13])([F:12])[F:11].O.O.[C:16](O)(=[O:20])[C:17](O)=[O:18]>Cl.[OH-].[Na+]>[Br:9][C:5]1[CH:6]=[C:7]2[C:2]([NH:1][C:16](=[O:20])[C:17](=[O:18])[NH:8]2)=[C:3]([C:10]([F:13])([F:11])[F:12])[CH:4]=1 |f:1.2.3,5.6|. Procedure details: A mixture of 2,3-diamino-5-bromobenzotrifluoride (150 mg, 0.612 mmol) and oxalic acid dihydrate (81 mg, 0.643 mmol, used as received) in 2N HCl (4 mL) was refluxed at 120°-5° C. for 3 h, then cooled to room temperature. The mixture was centrifuged and the liquid layer was removed. The yellow solid was washed twice by cold water (2×2 mL), collected by filtration, and dried at 60° C. for 2 h, affording 150 mg of crude title compound (81.9%) as a red powder. The crude compound was dissolved in 1N N...